From a dataset of the Open Reaction Database (ORD), a public repository of structured organic reaction records. describe an organic reaction: reactants, conditions, products, and yield Starting materials: BrCCCCBr, CC(C)(C)[O-], Cc1ccccc1, Cl, [K+], O=C1CCCCC1, O. Yields the product O=C1CCCCC12CCCC2. Reaction SMILES: [Br:14][CH2:15][CH2:16][CH2:17][CH2:18][Br:19].[CH3:1][C:2]([CH3:3])([O-:4])[CH3:5].[CH3:21][c:22]1[cH:23][cH:24][cH:25][cH:26][cH:27]1.[ClH:20].[K+:6].[O:7]=[C:8]1[CH2:9][CH2:10][CH2:11][CH2:12][CH2:13]1.[OH2:28]>>[O:7]=[C:8]1[C:9]2([CH2:10][CH2:11][CH2:12][CH2:13]1)[CH2:15][CH2:16][CH2:17][CH2:18]2. The reactants are COC1=CC=C(C=C1)C1=NN=C(O1)C1=CC(=C(C=C1)N)[N+](=O)[O-] (4-[5-(4-methoxyphenyl)-[1,3,4]oxadiazol-2-yl]-2-nitrophenylamine). Reagents/catalysts: O=[Pt]=O (PtO2). The solvent is CCO.C1CCOC1 (EtOH THF). Product: COC1=CC=C(C=C1)C1=NN=C(O1)C=1C=C(C(=CC1)N)N (4-[5-(4-Methoxyphenyl)-[1,3,4]oxadiazol-2-yl]-benzene-1,2-diamine). RXN SMILES: [CH3:1][O:2][C:3]1[CH:8]=[CH:7][C:6]([C:9]2[O:13][C:12]([C:14]3[CH:19]=[CH:18][C:17]([NH2:20])=[C:16]([N+:21]([O-])=O)[CH:15]=3)=[N:11][N:10]=2)=[CH:5][CH:4]=1>CCO.C1COCC1.O=[Pt]=O>[CH3:1][O:2][C:3]1[CH:4]=[CH:5][C:6]([C:9]2[O:13][C:12]([C:14]3[CH:15]=[C:16]([NH2:21])[C:17]([NH2:20])=[CH:18][CH:19]=3)=[N:11][N:10]=2)=[CH:7][CH:8]=1 |f:1.2|. Reported procedure: A solution of 4-[5-(4-methoxyphenyl)-[1,3,4]oxadiazol-2-yl]-2-nitrophenylamine (1.0 g, 3.21 mmol) in 80 mL of EtOH/THF (1:1) was hydrogenated over PtO2 (100 mg) at one atm for 2-4 h. The catalyst was filtered through Celite and washed with EtOH and THF. The solvent was removed under reduced pressure to give the title compound as a yellow solid. MS: m/z 283 (M+1). Starting materials: ClC1=NC=C(C=C1)C(F)(F)F (2-chloro-5-trifluoromethylpyridine), C(C1=CC=CC=C1)OC1=CC=C(C=C1)B(O)O (4-benzyloxyphenyl boronic acid), [F-].[Cs+] (CsF). The reagents and catalysts are C1=CC=C(C=C1)P([C-]2C=CC=C2)C3=CC=CC=C3.C1=CC=C(C=C1)P([C-]2C=CC=C2)C3=CC=CC=C3.Cl[Pd]Cl.[Fe+2] (PdCl2(dppf)). Run in O1CCOCC1 (dioxane), C(C)(=O)OCC (ethyl acetate). Conditions: temperature 105 celsius. Product: C(C1=CC=CC=C1)OC1=CC=C(C=C1)C1=NC=C(C=C1)C(F)(F)F (2-(4-Benzyloxy-phenyl)-5-trifluoromethyl-pyridine). Reaction SMILES: Cl[C:2]1[CH:7]=[CH:6][C:5]([C:8]([F:11])([F:10])[F:9])=[CH:4][N:3]=1.[CH2:12]([O:19][C:20]1[CH:25]=[CH:24][C:23](B(O)O)=[CH:22][CH:21]=1)[C:13]1[CH:18]=[CH:17][CH:16]=[CH:15][CH:14]=1.[F-].[Cs+]>O1CCOCC1.C(OCC)(=O)C.C1C=CC(P(C2C=CC=CC=2)[C-]2C=CC=C2)=CC=1.C1C=CC(P(C2C=CC=CC=2)[C-]2C=CC=C2)=CC=1.Cl[Pd]Cl.[Fe+2]>[CH2:12]([O:19][C:20]1[CH:25]=[CH:24][C:23]([C:2]2[CH:7]=[CH:6][C:5]([C:8]([F:11])([F:10])[F:9])=[CH:4][N:3]=2)=[CH:22][CH:21]=1)[C:13]1[CH:18]=[CH:17][CH:16]=[CH:15][CH:14]=1 |f:2.3,6.7.8.9|. Reported procedure: A mixture of 2-chloro-5-trifluoromethylpyridine (1.81 g, 10 mmol), 4-benzyloxyphenyl boronic acid (2.74 g, 12 mmol) and CsF (5.32 g, 35 mmol) in dioxane (40 mL) is degaseed and filled with nitrogen. PdCl2(dppf) (200 mg) is added under nitrogen, the reaction mixture is heated at 105° C. overnight. The mixture is cooled to room temperature, diluted with ethyl acetate (100 mL), filtered through a pad of Celite. The filtrate is concentrated and the residue is purified by column chromatography on sil... The reactants are C(C)(=O)N1C(C(C2=CC(=C(C=C12)OC)OC)=C(CC)OCC)=O (1-acetyl-3-(1-ethoxy-1-ethyl-methylidene)-5,6-dimethoxy-2-indolinone), CS(=O)(=O)NC1=CC=C(C=C1)N (N-methylsulphonyl-p-phenylenediamine). The product is CS(=O)(=O)NC1=CC=C(N\C(\CC)=C\2/C(NC3=CC(=C(C=C23)OC)OC)=O)C=C1 (3-(Z)-{1-[4-(N-methylsulphonylamino)-anilino]-1-ethyl-methylidene}-5,6-dimethoxy-2-indolinone). Reaction SMILES: C([N:4]1[C:12]2[C:7](=[CH:8][C:9]([O:15][CH3:16])=[C:10]([O:13][CH3:14])[CH:11]=2)[C:6](=[C:17](OCC)[CH2:18][CH3:19])[C:5]1=[O:23])(=O)C.[CH3:24][S:25]([NH:28][C:29]1[CH:34]=[CH:33][C:32]([NH2:35])=[CH:31][CH:30]=1)(=[O:27])=[O:26]>>[CH3:24][S:25]([NH:28][C:29]1[CH:34]=[CH:33][C:32]([NH:35]/[C:17](=[C:6]2\[C:5](=[O:23])[NH:4][C:12]3[C:7]\2=[CH:8][C:9]([O:15][CH3:16])=[C:10]([O:13][CH3:14])[CH:11]=3)/[CH2:18][CH3:19])=[CH:31][CH:30]=1)(=[O:27])=[O:26]. Procedure: Prepared from 1-acetyl-3-(1-ethoxy-1-ethyl-methylidene)-5,6-dimethoxy-2-indolinone and N-methylsulphonyl-p-phenylenediamine